From a dataset of the Open Reaction Database (ORD), a public repository of structured organic reaction records. describe an organic reaction: reactants, conditions, products, and yield The reactants are BrC=1NC2=CC(=CC=C2C1C1CCCCC1)C(=O)OC (methyl 2-bromo-3-cyclohexyl-1H-indole-6-carboxylate), N1C=CC2=CC=C(C=C12)C(=O)OC (methyl indole-6-carboxylate), C(=O)([O-])[O-].[Na+].[Na+] (Na2CO3), C(C)(C)(C)OC(=O)NCC1=C(C=CC(=C1)F)B(O)O ([2-(N-tert-butoxycarbonyl-amino-methyl)-4-fluorophenyl]-boronic acid). Reagents/catalysts: Cl[Pd]([P](C1=CC=CC=C1)(C2=CC=CC=C2)C3=CC=CC=C3)([P](C4=CC=CC=C4)(C5=CC=CC=C5)C6=CC=CC=C6)Cl (bis(triphenylphosphine)palladium(II) dichloride). Solvent: O1CCOCC1 (dioxane). Reaction conditions: time 2 hour. Yields the product C(C)(C)(C)OC(=O)NCC1=C(C=CC(=C1)F)C=1NC2=CC(=CC=C2C1C1CCCCC1)C(=O)OC (methyl 2-(2-{[(tert-butoxycarbonyl)amino]methyl}-4-fluorophenyl)-3-cyclohexyl-1H-indole-6-carboxylate). Isolated yield 87.0%. RXN SMILES: Br[C:2]1[NH:3][C:4]2[C:9]([C:10]=1[CH:11]1[CH2:16][CH2:15][CH2:14][CH2:13][CH2:12]1)=[CH:8][CH:7]=[C:6]([C:17]([O:19][CH3:20])=[O:18])[CH:5]=2.N1C2C(=CC=C(C(OC)=O)C=2)C=C1.C([O-])([O-])=O.[Na+].[Na+].[C:40]([O:44][C:45]([NH:47][CH2:48][C:49]1[CH:54]=[C:53]([F:55])[CH:52]=[CH:51][C:50]=1B(O)O)=[O:46])([CH3:43])([CH3:42])[CH3:41]>O1CCOCC1.Cl[Pd](Cl)([P](C1C=CC=CC=1)(C1C=CC=CC=1)C1C=CC=CC=1)[P](C1C=CC=CC=1)(C1C=CC=CC=1)C1C=CC=CC=1>[C:40]([O:44][C:45]([NH:47][CH2:48][C:49]1[CH:54]=[C:53]([F:55])[CH:52]=[CH:51][C:50]=1[C:2]1[NH:3][C:4]2[C:9]([C:10]=1[CH:11]1[CH2:16][CH2:15][CH2:14][CH2:13][CH2:12]1)=[CH:8][CH:7]=[C:6]([C:17]([O:19][CH3:20])=[O:18])[CH:5]=2)=[O:46])([CH3:43])([CH3:41])[CH3:42] |f:2.3.4,^1:67,86|. Procedure: To a solution of methyl 2-bromo-3-cyclohexyl-1H-indole-6-carboxylate (prepared as described in published International patent application WO2004/087714, from commercially available methyl indole-6-carboxylate) in dioxane (0.07 M) was added 0.2 eq of bis(triphenylphosphine)palladium(II) dichloride at RT under a nitrogen atmosphere. Then aqueous Na2CO3 (2 M solution, 2 eq.) and [2-(N-tert-butoxycarbonyl-amino-methyl)-4-fluorophenyl]-boronic acid (2 eq.) were added and the reaction flask immersed i... Starting materials: ClCCCCBr, O=C([O-])[O-], CC(C)=O, [K+], [K+], Oc1ccc(-c2nnc(CSCCOc3ccccc3)o2)cc1. The product is ClCCCCOc1ccc(-c2nnc(CSCCOc3ccccc3)o2)cc1. RXN SMILES: [Br:24][CH2:25][CH2:26][CH2:27][CH2:28][Cl:29].[C:30](=[O:31])([O-:32])[O-:33].[CH3:36][C:37](=[O:38])[CH3:39].[K+:34].[K+:35].[O:1]([c:2]1[cH:3][cH:4][cH:5][cH:6][cH:7]1)[CH2:8][CH2:9][S:10][CH2:11][c:12]1[n:13][n:14][c:15](-[c:17]2[cH:18][cH:19][c:20]([OH:23])[cH:21][cH:22]2)[o:16]1>>[O:1]([c:2]1[cH:3][cH:4][cH:5][cH:6][cH:7]1)[CH2:8][CH2:9][S:10][CH2:11][c:12]1[n:13][n:14][c:15](-[c:17]2[cH:18][cH:19][c:20]([O:23][CH2:25][CH2:26][CH2:27][CH2:28][Cl:29])[cH:21][cH:22]2)[o:16]1.